Dataset: the Open Reaction Database (ORD), a public repository of structured organic reaction records. Task: describe an organic reaction: reactants, conditions, products, and yield The reactants are BrC1=CC(=C(C=C1)C1C2=C(N=C(CS1)C)N(N=C2C2=NC=CC=C2)C)C (4-(4-bromo-2-methyl-phenyl)-1,7-dimethyl-3-(2-pyridyl)-4,6-dihydropyrazolo[3,4-e][1,4]thiazepine), C(C)(=O)O (acetic acid), Na(AcO)3BH, C(C)(=O)O (acetic acid), Na(AcO)3BH. Solvent: ClCCCl (DCE). Conditions: time 16 hour. The product is BrC1=CC(=C(C=C1)C1C2=C(NC(CS1)C)N(N=C2C2=NC=CC=C2)C)C (4-(4-bromo-2-methyl-phenyl)-1,7-dimethyl-3-(2-pyridyl)-4,6,7,8-tetrahydropyrazolo[3,4-e][1,4]thiazepine). The yield is 85.0%. As a reaction SMILES: [Br:1][C:2]1[CH:7]=[CH:6][C:5]([CH:8]2[S:14][CH2:13][C:12]([CH3:15])=[N:11][C:10]3[N:16]([CH3:25])[N:17]=[C:18]([C:19]4[CH:24]=[CH:23][CH:22]=[CH:21][N:20]=4)[C:9]2=3)=[C:4]([CH3:26])[CH:3]=1.C(O)(=O)C>ClCCCl>[Br:1][C:2]1[CH:7]=[CH:6][C:5]([CH:8]2[S:14][CH2:13][CH:12]([CH3:15])[NH:11][C:10]3[N:16]([CH3:25])[N:17]=[C:18]([C:19]4[CH:24]=[CH:23][CH:22]=[CH:21][N:20]=4)[C:9]2=3)=[C:4]([CH3:26])[CH:3]=1. Reported procedure: A mixture of 4-(4-bromo-2-methyl-phenyl)-1,7-dimethyl-3-(2-pyridyl)-4,6-dihydropyrazolo[3,4-e][1,4]thiazepine (0.48 g, 1.13 mmol., Preparation J.1), acetic acid (0.194 mL, 3.40 mmol) and Na(AcO)3BH (0.29 g, 1.36 mmol) in DCE (30 mL) was stirred at rt for about 16 h. Additional acetic acid (0.194 mL, 3.4 mmol) and Na(AcO)3BH (0.29 g, 1.36 mmol) were added and stirring was continued for about another 24 h, at rt. The resulting mixture was concentrated in vacuo and partitioned between 5% aq sodium ... Starting materials: 50, CSSC (methyl disulfide), BrC=1C=C(C=O)C=C(C1OCCC)OC (3-bromo-5-methoxy-4-propoxybenzaldehyde). The reagents and catalysts are [Cu] (copper). The solvent is N1=C(C=C(C=C1)C)C (2.4-lutidine). Yields the product COC=1C=C(C=O)C=C(C1OCCC)SC (3-methoxy-5-methylthio-4-propoxybenzaldehyde). Isolated yield 26.0%. As a reaction SMILES: CS[S:3][CH3:4].Br[C:6]1[CH:7]=[C:8]([CH:11]=[C:12]([O:18][CH3:19])[C:13]=1[O:14][CH2:15][CH2:16][CH3:17])[CH:9]=[O:10]>N1C=CC(C)=CC=1C.[Cu]>[CH3:19][O:18][C:12]1[CH:11]=[C:8]([CH:7]=[C:6]([S:3][CH3:4])[C:13]=1[O:14][CH2:15][CH2:16][CH3:17])[CH:9]=[O:10]. Procedure: 50 (0.56 mole) of methyl disulfide in 400 ml of 2.4-lutidine was added 46 g (0.72 mole) of copper. The mixture was heated at 140 ° for 3 hours. The solution was cooled to room temperature and 74.90 g (0.56 mole) of 3-bromo-5-methoxy-4-propoxybenzaldehyde was then added. The mixture was refluxed for 16 hours at 175° C. The solution was filtered and the filtrate was concentrated to dryness. The product was purified by flash column chromatography first then recrystallized from hexane to give 17.01 ... The reactants are C(CCC)C1=NN2C(C=CC=C2)=C1CC1=CC=C(C=C1)C=1C(=CC=CC1)C(=O)OC(C)(C)C (1,1-dimethylethyl 4'-[(2-butyl pyrazolo (1,5-a)pyridin-3-yl)methyl]-(1,1 -biphenyl) 2-carboxylate). The reagents and catalysts are [Pt](=O)=O (platinum dioxide). Solvent: C(C)(=O)O (acetic acid). Product: C(CCC)C1=NN2C(CCCC2)=C1CC1=CC=C(C=C1)C=1C(=CC=CC1)C(=O)OC(C)(C)C (1,1-dimethylethyl 4'-[(2-butyl 4,5,6,7-tetrahydro pyrazolo(1,5-a)pyridin-3-yl)methyl](1,1'-biphenyl)2-carboxylate). Isolated yield 0.1%. As a reaction SMILES: [CH2:1]([C:5]1[C:13]([CH2:14][C:15]2[CH:20]=[CH:19][C:18]([C:21]3[C:22]([C:27]([O:29][C:30]([CH3:33])([CH3:32])[CH3:31])=[O:28])=[CH:23][CH:24]=[CH:25][CH:26]=3)=[CH:17][CH:16]=2)=[C:8]2[CH:9]=[CH:10][CH:11]=[CH:12][N:7]2[N:6]=1)[CH2:2][CH2:3][CH3:4]>[Pt](=O)=O.C(O)(=O)C>[CH2:1]([C:5]1[C:13]([CH2:14][C:15]2[CH:16]=[CH:17][C:18]([C:21]3[C:22]([C:27]([O:29][C:30]([CH3:31])([CH3:33])[CH3:32])=[O:28])=[CH:23][CH:24]=[CH:25][CH:26]=3)=[CH:19][CH:20]=2)=[C:8]2[CH2:9][CH2:10][CH2:11][CH2:12][N:7]2[N:6]=1)[CH2:2][CH2:3][CH3:4]. Reported procedure: 220 g of the product of Example 6, 20 ml of acetic acid and 100 mg of 82% platinum dioxide. Filtration was carried out followed by extraction with ethyl acetate. The extracts were purified by chromatography on silica (essence G: 80/ethyl acetate: 20) to obtain 145 mg of the expected product. Starting materials: C(C)(=O)C=1C(=C(C(C(=O)OCCOCCOCCO)=CC1)O)C(C)=O (triethylenglycol bis-acetylsalicylate), TEA, C(C(C)O)O (1.2-propanediol), [Cl-] (chloride), C(C)(=O)OC=1C(C(=O)O)=CC=CC1 (acetylsalicylic acid). Product: C(C(C)O)O.C(C)(=O)C=1C(=C(C(C(=O)[O-])=CC1)O)C(C)=O (1.2-propanediol bis-acetylsalicylate). RXN SMILES: [C:1]([C:4]1[C:5]([C:23](=[O:25])[CH3:24])=[C:6]([OH:22])[C:7](=[CH:20][CH:21]=1)[C:8]([O:10]CCOCCOCCO)=[O:9])(=[O:3])[CH3:2].[Cl-].C(OC1C(=CC=CC=1)C(O)=O)(=O)C.[CH2:40]([OH:44])[CH:41]([OH:43])[CH3:42]>>[CH2:40]([OH:44])[CH:41]([OH:43])[CH3:42].[C:1]([C:4]1[C:5]([C:23](=[O:25])[CH3:24])=[C:6]([OH:22])[C:7](=[CH:20][CH:21]=1)[C:8]([O-:10])=[O:9])(=[O:3])[CH3:2] |f:4.5|. Procedure: The compound (V) was prepared according to the procedure described in Example 1 for the synthesis of (XIX), starting from 5,6 g of the chloride of acetylsalicylic acid, 3.8 ml of TEA and 1.06 g of 1.2-propanediol. The product was purified by flash chromatography utilizing an eluent mix constituted by ethylether/hexane 6:4 (v/v). The intermediate fractions were collected, the solvent was evaporated under reduced pressure and 0.55 g of 1.2-propanediol-bis-acetylsalicylate (V) were obtained. Starting materials: COc1ccc(O)cc1C12CC3CC(CC(C3)C1)C2, O=C([O-])Cl. The product is COc1ccc(OC(=O)Cl)cc1C12CC3CC(CC(C3)C1)C2. RXN SMILES: [C:1]12([c:11]3[cH:12][c:13]([OH:19])[cH:14][cH:15][c:16]3[O:17][CH3:18])[CH2:2][CH:3]3[CH2:4][CH:5]([CH2:6][CH:7]([CH2:8]1)[CH2:9]3)[CH2:10]2.[Cl:20][C:21](=[O:22])[O-:23]>>[C:1]12([c:11]3[cH:12][c:13]([O:19][C:21]([Cl:20])=[O:22])[cH:14][cH:15][c:16]3[O:17][CH3:18])[CH2:2][CH:3]3[CH2:4][CH:5]([CH2:6][CH:7]([CH2:8]1)[CH2:9]3)[CH2:10]2. Starting materials: Oc1ncc(Br)c2sc3cc(C(F)(F)F)ccc3c12, CN1CCCC1=O, Cl, N#C[Cu], CN(C)C=O. Yields the product N#Cc1cnc(O)c2c1sc1cc(C(F)(F)F)ccc12. As a reaction SMILES: [Br:1][c:2]1[c:3]2[c:4]([c:5]([OH:8])[n:6][cH:7]1)[c:9]1[c:10]([s:11]2)[cH:12][c:13]([C:16]([F:17])([F:18])[F:19])[cH:14][cH:15]1.[CH3:29][N:30]1[CH2:31][CH2:32][CH2:33][C:34]1=[O:35].[ClH:23].[Cu:20][C:21]#[N:22].[O:24]=[CH:25][N:26]([CH3:27])[CH3:28]>>[c:2]1([C:21]#[N:22])[c:3]2[c:4]([c:5]([OH:8])[n:6][cH:7]1)[c:9]1[c:10]([s:11]2)[cH:12][c:13]([C:16]([F:17])([F:18])[F:19])[cH:14][cH:15]1. The reactants are OC1CN(C1)C=1SC=C(N1)C(NCCO)=O (3-hydroxy-1-(4-hydroxyethylcarbamoyl-1,3-thiazol-2-yl)azetidine), ice, CO (methanol), [Si](C)(C)(C(C)(C)C)Cl (t-butyldimethylsilyl chloride), N1C=NC=C1 (imidazole). Solvent: CN(C=O)C (dimethylformamide). Run at time 30 minute. Yields the product [Si](C)(C)(C(C)(C)C)OCCNC(=O)C=1N=C(SC1)N1CC(C1)O (1-{4-[2-(t-butyldimethylsilyloxy)-ethylcarbamoyl]-1,3-thiazol-2-yl}-3-hydroxyazetidine). The yield is 75.0%. RXN SMILES: [OH:1][CH:2]1[CH2:5][N:4]([C:6]2[S:7][CH:8]=[C:9]([C:11](=[O:16])[NH:12][CH2:13][CH2:14][OH:15])[N:10]=2)[CH2:3]1.[Si:17](Cl)([C:20]([CH3:23])([CH3:22])[CH3:21])([CH3:19])[CH3:18].N1C=CN=C1.CO>CN(C)C=O>[Si:17]([O:15][CH2:14][CH2:13][NH:12][C:11]([C:9]1[N:10]=[C:6]([N:4]2[CH2:5][CH:2]([OH:1])[CH2:3]2)[S:7][CH:8]=1)=[O:16])([C:20]([CH3:23])([CH3:22])[CH3:21])([CH3:19])[CH3:18]. Procedure: To a solution of 3-hydroxy-1-(4-hydroxyethylcarbamoyl-1,3-thiazol-2-yl)azetidine (481.2 mg, 1.98 mmol) (obtained as described in Reference Example 33(3)) in dimethylformamide (24.0 ml) were added t-butyldimethylsilyl chloride (352 mg, 2.3 mmol) and imidazole (116.3 mg, 2.4 mmol) in an ice bath, and the mixture was stirred in the ice bath for 4 hours. After checking the completion of the reaction, methanol was added thereto and the reaction mixture was stirred for 30 minutes. The reaction mixture... Starting materials: C1(=CC=CC=C1)CCC(CC(=O)O)C (5-Phenyl-3-methylpentanoic acid), polyphosphoric acid. The solvent is O (Water). Run at temperature 70 celsius, time 1 hour. The product is CC1CC(C2=C(CC1)C=CC=C2)=O (7-methyl-6,7,8,9-tetrahydro-5H-benzocyclohepten-5-one). Isolated yield 77.3%. RXN SMILES: [C:1]1([CH2:7][CH2:8][CH:9]([CH3:14])[CH2:10][C:11]([OH:13])=O)[CH:6]=[CH:5][CH:4]=[CH:3][CH:2]=1>O>[CH3:14][CH:9]1[CH2:8][CH2:7][C:1]2[CH:2]=[CH:3][CH:4]=[CH:5][C:6]=2[C:11](=[O:13])[CH2:10]1. Reported procedure: 5-Phenyl-3-methylpentanoic acid (0.10 g, 0.52 mmol) was added to polyphosphoric acid (7 g), and the resulting mixture was stirred at 70° C. for 1 hour. Water was added to the reaction mixture, followed by extraction with ethyl acetate, and the extract solution was washed with water, a saturated aqueous sodium hydrogencarbonate solution and a saturated aqueous sodium chloride solution, and then dried over anhydrous magnesium sulfate. The solvent was distilled off under reduced pressure to obtain ... Reactants: CO.C(Cl)Cl (MeOH DCM), Cl.CN(CCCN=C=NCC)C (N-(3-dimethylaminopropyl)-N′-ethylcarbodiimide hydrochloride), N=1C=CN2N=C(C=CC21)C#CC=2C=C(N)C=CC2 (3-(imidazo[1,2-b]pyridazin-6-ylethynyl)aniline), C1(=CC(=CC=C1)C(=O)O)C (m-toluic acid). The reagents and catalysts are CN(C1=CC=NC=C1)C (4-(dimethylamino)pyridine). The solvent is ClC(C)Cl (dichloroethane). Conditions: temperature 60 celsius, time 4 hour. Product: N=1C=CN2N=C(C=CC21)C#CC=2C=C(C=CC2)NC(C2=CC(=CC=C2)C)=O (N-[3-(imidazo[1,2-b]pyridazin-6-ylethynyl)phenyl]-3-methylbenzamide). Reaction SMILES: [N:1]1[CH:2]=[CH:3][N:4]2[C:9]=1[CH:8]=[CH:7][C:6]([C:10]#[C:11][C:12]1[CH:13]=[C:14]([CH:16]=[CH:17][CH:18]=1)[NH2:15])=[N:5]2.[C:19]1([CH3:28])[CH:24]=[CH:23][CH:22]=[C:21]([C:25](O)=[O:26])[CH:20]=1.Cl.CN(C)CCCN=C=NCC.CO.C(Cl)Cl>ClC(Cl)C.CN(C)C1C=CN=CC=1>[N:1]1[CH:2]=[CH:3][N:4]2[C:9]=1[CH:8]=[CH:7][C:6]([C:10]#[C:11][C:12]1[CH:13]=[C:14]([NH:15][C:25](=[O:26])[C:21]3[CH:22]=[CH:23][CH:24]=[C:19]([CH3:28])[CH:20]=3)[CH:16]=[CH:17][CH:18]=1)=[N:5]2 |f:2.3,4.5|. Procedure: To a mixture of 3-(imidazo[1,2-b]pyridazin-6-ylethynyl)aniline (93.6 mg, 0.4 mmol, 1 eq) and m-toluic acid (55 mg, 1 eq) in anhydrous dichloroethane (4 mL) under nitrogen atmosphere was added 4-(dimethylamino)pyridine (10 mg, 0.2 eq) and N-(3-dimethylaminopropyl)-N′-ethylcarbodiimide hydrochloride (92.2 mg, 1.2 eq). After the reaction was stirred at 60° C. for four hours and was cooled to room temperature, white precipitates were observed. It was filtered directly to give a white solid. This sol... The reactants are C([O-])([O-])=O.[K+].[K+] (potassium carbonate), CC1=C(C(=O)C2=C(C1=O)N3C[C@H]4[C@@H]([C@@]3([C@@H]2COC(=O)N)OC)N4)OC (mitomycin A). Product: C1OC=2C=C(N)C=CC2O1 (3,4-methylenedioxyaniline). RXN SMILES: C(=O)([O-])[O-].[K+].[K+].C[C:8]1[C:14](=O)[C:13]2[N:16]3[C@@](OC)([C@H](COC(N)=O)[C:12]=2[C:10](=[O:11])[C:9]=1[O:30][CH3:31])[C@H]1N[C@H]1C3>>[CH2:31]1[O:30][C:9]2[CH:8]=[CH:14][C:13]([NH2:16])=[CH:12][C:10]=2[O:11]1 |f:0.1.2|. Procedure details: This compound was prepared by the procedure described in Example 1, except that the potassium carbonate was omitted. From 80 mg. of mitomycin A and 0.1 ml. of 3,4-methylenedioxyaniline was obtained 50 mg. (48% yield) of the desired product having a melting point of 86°-88° C. (decomposition) and providing the following analysis: